Dataset: the Open Reaction Database (ORD), a public repository of structured organic reaction records. Task: describe an organic reaction: reactants, conditions, products, and yield The reactants are CCOc1ccccc1OCC(=O)O, O=S(Cl)Cl. Yields the product CCOc1ccccc1OCC(=O)Cl. As a reaction SMILES: [CH2:5]([CH3:6])[O:7][c:8]1[c:9]([O:10][CH2:11][C:12](=[O:13])[OH:14])[cH:15][cH:16][cH:17][cH:18]1.[S:1]([Cl:2])([Cl:3])=[O:4]>>[Cl:3][C:12]([CH2:11][O:10][c:9]1[c:8]([O:7][CH2:5][CH3:6])[cH:18][cH:17][cH:16][cH:15]1)=[O:13].